Dataset: the Open Reaction Database (ORD), a public repository of structured organic reaction records. Task: describe an organic reaction: reactants, conditions, products, and yield Reactants: O=C([O-])[O-], CCOC(=O)CC(C)c1ccc(O)cc1C, CC(C)c1cnn(-c2c(Cl)cccc2Cl)c1CCl, Cl, [Cs+], [Cs+], CN(C)C=O, O. The product is CCOC(=O)CC(C)c1ccc(OCc2c(C(C)C)cnn2-c2c(Cl)cccc2Cl)cc1C. Reaction SMILES: [C:17](=[O:18])([O-:19])[O-:20].[CH2:1]([CH3:2])[O:3][C:4]([CH2:5][CH:6]([CH3:7])[c:8]1[c:9]([CH3:15])[cH:10][c:11]([OH:14])[cH:12][cH:13]1)=[O:16].[Cl:23][CH2:24][c:25]1[c:26]([CH:38]([CH3:39])[CH3:40])[cH:27][n:28][n:29]1-[c:30]1[c:31]([Cl:37])[cH:32][cH:33][cH:34][c:35]1[Cl:36].[ClH:41].[Cs+:21].[Cs+:22].[O:42]=[CH:43][N:44]([CH3:45])[CH3:46].[OH2:47]>>[CH2:1]([CH3:2])[O:3][C:4]([CH2:5][CH:6]([CH3:7])[c:8]1[c:9]([CH3:15])[cH:10][c:11]([O:14][CH2:24][c:25]2[c:26]([CH:38]([CH3:39])[CH3:40])[cH:27][n:28][n:29]2-[c:30]2[c:31]([Cl:37])[cH:32][cH:33][cH:34][c:35]2[Cl:36])[cH:12][cH:13]1)=[O:16]. The reactants are CCOCC, OC1=Cc2ccccc2C=Cc2c(Cl)cccc21, ClCCl, O=[Cr](=O)([O-])O[Cr](=O)(=O)[O-], c1cc[nH+]cc1, c1cc[nH+]cc1. The product is O=C1Cc2ccccc2C=Cc2c(Cl)cccc21. RXN SMILES: [CH3:40][CH2:41][O:42][CH2:43][CH3:44].[Cl:1][c:2]1[cH:3][cH:4][cH:5][c:6]2[c:7]1[CH:8]=[CH:9][c:10]1[c:11]([cH:15][cH:16][cH:17][cH:18]1)[CH:12]=[C:13]2[OH:14].[Cl:45][CH2:46][Cl:47].[Cr:19]([O:20][Cr:21]([O-:22])(=[O:23])=[O:24])([O-:25])(=[O:26])=[O:27].[nH+:28]1[cH:29][cH:30][cH:31][cH:32][cH:33]1.[nH+:34]1[cH:35][cH:36][cH:37][cH:38][cH:39]1>>[Cl:1][c:2]1[cH:3][cH:4][cH:5][c:6]2[c:7]1[CH:8]=[CH:9][c:10]1[c:11]([cH:15][cH:16][cH:17][cH:18]1)[CH2:12][C:13]2=[O:14]. The reactants are BrCc1ccccc1, C#CCNCC(C=C)NC(=O)OC(C)(C)C, CCOCC. Product: C#CCN(Cc1ccccc1)CC(C=C)NC(=O)OC(C)(C)C. RXN SMILES: [Br:1][CH2:2][c:3]1[cH:4][cH:5][cH:6][cH:7][cH:8]1.[C:9]([CH3:10])([CH3:11])([CH3:12])[O:13][C:14](=[O:15])[NH:16][CH:17]([CH2:18][NH:19][CH2:20][C:21]#[CH:22])[CH:23]=[CH2:24].[CH3:25][CH2:26][O:27][CH2:28][CH3:29]>>[CH2:2]([c:3]1[cH:4][cH:5][cH:6][cH:7][cH:8]1)[N:19]([CH2:18][CH:17]([NH:16][C:14]([O:13][C:9]([CH3:10])([CH3:11])[CH3:12])=[O:15])[CH:23]=[CH2:24])[CH2:20][C:21]#[CH:22]. Reactants: C(CCl)Cl (EDC), C(C)(C)(C)OC(=O)N1C[C@H](CCC1)OC1=C(C=CC(=C1)F)NC=1C2=C(N=CN1)SC(=C2C)C(=O)O (4-[2-((S)-1-tert-butoxycarbonyl-piperidin-3-yloxy)-4-fluoro-phenylamino]-5-methyl-thieno[2,3-d]pyrimidine-6-carboxylic acid), ON1C(CCC1=O)=O (N-hydroxysuccinimide), C(CCl)Cl (EDC), ON1C(CCC1=O)=O (N-hydroxysuccinimide). Run in CN(C)C=O (DMF). Reaction conditions: time 8 hour. The product is O=C1N(C(CC1)=O)OC(=O)C1=C(C2=C(N=CN=C2NC2=C(C=C(C=C2)F)O[C@@H]2CN(CCC2)C(=O)OC(C)(C)C)S1)C (4-[2-((S)-1-tert-Butoxycarbonyl-piperidin-3-yloxy)-4-fluoro-phenylamino]-5-methyl-thieno[2,3-d]pyrimidine-6-carboxylic acid 2,5-dioxo-pyrrolidin-1-yl ester). As a reaction SMILES: C(Cl)CCl.[C:5]([O:9][C:10]([N:12]1[CH2:17][CH2:16][CH2:15][C@H:14]([O:18][C:19]2[CH:24]=[C:23]([F:25])[CH:22]=[CH:21][C:20]=2[NH:26][C:27]2[C:28]3[C:35]([CH3:36])=[C:34]([C:37]([OH:39])=[O:38])[S:33][C:29]=3[N:30]=[CH:31][N:32]=2)[CH2:13]1)=[O:11])([CH3:8])([CH3:7])[CH3:6].O[N:41]1[C:45](=[O:46])[CH2:44][CH2:43][C:42]1=[O:47]>CN(C=O)C>[O:47]=[C:42]1[CH2:43][CH2:44][C:45](=[O:46])[N:41]1[O:38][C:37]([C:34]1[S:33][C:29]2[N:30]=[CH:31][N:32]=[C:27]([NH:26][C:20]3[CH:21]=[CH:22][C:23]([F:25])=[CH:24][C:19]=3[O:18][C@H:14]3[CH2:15][CH2:16][CH2:17][N:12]([C:10]([O:9][C:5]([CH3:8])([CH3:6])[CH3:7])=[O:11])[CH2:13]3)[C:28]=2[C:35]=1[CH3:36])=[O:39]. Procedure details: EDC (290 mg) was added into a solution of 4-[2-((S)-1-tert-butoxycarbonyl-piperidin-3-yloxy)-4-fluoro-phenylamino]-5-methyl-thieno[2,3-d]pyrimidine-6-carboxylic acid (640 mg) and N-hydroxysuccinimide (218 mg) in anhydrous DMF (10 ml). The reaction was stirred at room temperature overnight. A further aliqout of EDC (58 mg) and N-hydroxysuccinimide (44 mg) were added and the reaction stirred for further 2 h. The DMF was removed in vacuo and the residue co-evaporated from toluene. The solid was por... Starting materials: C(C1=CC=CC=C1)OC=1C(C=C(NC1)C(=O)NN)=O (5-(benzyloxy)-2-(hydrazinocarbonyl)-4-oxo-1,4-dihydropyridine), Cl (hydrochloric acid), N(=O)[O-].[Na+] (sodium nitrite). The solvent is O (water), O (water). Conditions: time 3.5 hour. Product: N(=[N+]=[N-])C(=O)C=1NC=C(C(C1)=O)OCC1=CC=CC=C1 (2-(Azidocarbonyl)-5-(benzyloxy)-4-oxo-1,4-dihydropyridine). Reaction SMILES: Cl.[CH2:2]([O:9][C:10]1[C:11](=[O:20])[CH:12]=[C:13]([C:16]([NH:18][NH2:19])=[O:17])[NH:14][CH:15]=1)[C:3]1[CH:8]=[CH:7][CH:6]=[CH:5][CH:4]=1.[N:21]([O-])=O.[Na+]>O>[N:18]([C:16]([C:13]1[NH:14][CH:15]=[C:10]([O:9][CH2:2][C:3]2[CH:4]=[CH:5][CH:6]=[CH:7][CH:8]=2)[C:11](=[O:20])[CH:12]=1)=[O:17])=[N+:19]=[N-:21] |f:2.3|. Procedure: A solution of concentrated hydrochloric acid (3 ml) in water (10 ml) was cooled to 0° C. and treated with 5-(benzyloxy)-2-(hydrazinocarbonyl)-4-oxo-1,4-dihydropyridine (3 g, 11.58 mmole) to form a thick paste. A solution of sodium nitrite (1.68 g, 23.17 mmole) in water (30 ml) was added in 2 ml portions with mechanical swirling of the reaction vessel. The resulting mixture was stirred for 3.5 hours and filtered. The resulting pasty solid was washed with water, ice-cold ethanol, ether and hexane.... Reactants: [OH-].[Na+] (NaOH), P(=O)(Cl)(Cl)Cl (phosphorusoxychloride), CN(C=O)C (dimethylformamide), BrC1=C(C=NC=C1)C=1C=C2C=CNC2=CC1 (5-(4-Bromopyridin-3-yl)-1H-indole), CN(C=O)C (dimethylformamide), CN(C=O)C (dimethylformamide). The product is BrC1=C(C=NC=C1)C=1C=C2C(=CNC2=CC1)C=O (5-(4-Bromopyridin-3-yl)-1H-indole-3-carbaldehyde). RXN SMILES: P(Cl)(Cl)(Cl)=O.[Br:6][C:7]1[CH:12]=[CH:11][N:10]=[CH:9][C:8]=1[C:13]1[CH:14]=[C:15]2[C:19](=[CH:20][CH:21]=1)[NH:18][CH:17]=[CH:16]2.[OH-].[Na+].CN(C)[CH:26]=[O:27]>>[Br:6][C:7]1[CH:12]=[CH:11][N:10]=[CH:9][C:8]=1[C:13]1[CH:14]=[C:15]2[C:19](=[CH:20][CH:21]=1)[NH:18][CH:17]=[C:16]2[CH:26]=[O:27] |f:2.3|. Reported procedure: In a 100-ml round-bottom flask is placed 2.8 mL of dimethylformamide (2.74 g, 3.74 mmol). The flask and the content was cooled in an ice-salt bath for about 0.5 hour and 0.86 mL (1.44 g, 94 mmol) of freshly distilled phosphorusoxychloride is subsequently added with stirring to the dimethylformamide dropwise. Then a solution of 2 (1.00 g, 3.66 mmol) in 1 mL of dimethylformamide is added to the above solution slowly. After the addition, the temperature of the solution is brought to 40° C. and allo...